Dataset: the Open Reaction Database (ORD), a public repository of structured organic reaction records. Task: describe an organic reaction: reactants, conditions, products, and yield Reactants: C1(=C(C=CC=C1)NC#N)C1=CC=CC=C1 (2-biphenylylcyanamide), N1CCC(CC1)=NO (4-piperidone oxime). Solvent: C(C)O (ethanol). Run at time 6 hour. Product: C1(=C(C=CC=C1)NC(=N)N1CCC(CC1)=NO)C1=CC=CC=C1 (N-(2-biphenylyl)-4-hydroxyiminopiperidine-1-carboxamidine). RXN SMILES: [C:1]1([C:10]2[CH:15]=[CH:14][CH:13]=[CH:12][CH:11]=2)[CH:6]=[CH:5][CH:4]=[CH:3][C:2]=1[NH:7][C:8]#[N:9].[NH:16]1[CH2:21][CH2:20][C:19](=[N:22][OH:23])[CH2:18][CH2:17]1>C(O)C>[C:1]1([C:10]2[CH:15]=[CH:14][CH:13]=[CH:12][CH:11]=2)[CH:6]=[CH:5][CH:4]=[CH:3][C:2]=1[NH:7][C:8]([N:16]1[CH2:21][CH2:20][C:19](=[N:22][OH:23])[CH2:18][CH2:17]1)=[NH:9]. Procedure: A mixture of 2-biphenylylcyanamide (3.9 g), 4-piperidone oxime (4.5 g) and ethanol (50 ml) was stirred at ambient temperature for 6 hours and then at 50°-60° C. for 5 hours to give a brown solid which was purified by chromatography on an aluminia column eluted successively with hexane, 1:4, 2:3, 3:2 and 4:1 mixtures of dichloromethane and hexane and the 99:1 mixture of dichloromethane and methanol to yield a solid which was recrystallised from ethyl acetate to give N-(2-biphenylyl)-4-hydroxyimin... Reactants: CC(CC=O)C (3-methylbutyraldehyde), C(C)OC(CC(C(F)(F)F)=O)=O (ethyl-4,4,4-trifluoro-3-oxobutanoate), CC1(OC(CC(O1)=O)=O)C (2,2-dimethyl-1,3-dioxane-4,6-dione), C(C)(=O)[O-].[NH4+] (ammonium acetate), C(C)(=O)[O-].[NH4+] (ammonium acetate). The solvent is C(C)(=O)O (acetic acid), C(C)(=O)OCC.O (ethyl acetate water). The product is C(C(C)C)C1C(=C(NC(C1)=O)C(F)(F)F)C(=O)OCC (Ethyl 4-isobutyl-6-oxo-2-(trifluoromethyl)-1,4,5,6-tetrahydropyridine-3-carboxylate). As a reaction SMILES: [CH2:1]([O:3][C:4](=[O:12])[CH2:5][C:6](=O)[C:7]([F:10])([F:9])[F:8])[CH3:2].CC1(C)O[C:18](=[O:20])[CH2:17][C:16](=O)O1.C([O-])(=O)C.[NH4+:27].[CH3:28][CH:29]([CH3:33])[CH2:30]C=O>C(O)(=O)C.C(OCC)(=O)C.O>[CH2:28]([CH:16]1[CH2:17][C:18](=[O:20])[NH:27][C:6]([C:7]([F:10])([F:9])[F:8])=[C:5]1[C:4]([O:3][CH2:1][CH3:2])=[O:12])[CH:29]([CH3:33])[CH3:30] |f:2.3,6.7|. Procedure: 2.00 g (23.2 mmol) of ethyl-4,4,4-trifluoro-3-oxobutanoate, 3.35 g (23.2 mmol) of 2,2-dimethyl-1,3-dioxane-4,6-dione and 1.97 g (25.5 mmol) of ammonium acetate were initially charged in 20 ml of acetic acid, and 2.49 ml (23.2 mmol) of 3-methylbutyraldehyde were added. The mixture was then stirred at reflux temperature overnight. After removal of the volatile components on a rotary evaporator, another 8.95 g (116.1 mmol) of ammonium acetate were added to the residue, and the mixture was stirred a... The reactants are OCC(CS)(CC(C)C)CO (2,2-di-hydroxymethyl-4-methyl-pentan-1-thiol), C(CCC)C(C(=O)OCC)C(=O)OCC (diethyl n-butylmalonate). Yields the product OCC(CS)(CCCC)CO (2,2-di-hydroxymethyl-hexan-1-thiol). Reaction SMILES: [OH:1][CH2:2][C:3]([CH2:10][OH:11])([CH2:6][CH:7]([CH3:9])C)[CH2:4][SH:5].[CH2:12](C(C(OCC)=O)C(OCC)=O)CCC>>[OH:11][CH2:10][C:3]([CH2:2][OH:1])([CH2:6][CH2:7][CH2:9][CH3:12])[CH2:4][SH:5]. Reported procedure: 2,2-di-hydroxymethyl-hexan-1-thiol was prepared in an analogous manner to 2,2-di-hydroxymethyl-4-methyl-pentan-1-thiol starting from diethyl n-butylmalonate. Starting materials: CC1=C(NCC(=O)O)C(=CC=C1)C (2,6-dimethylanilinoacetic acid), [OH-].[Na+] (NaOH), ice water, ClCC(=O)Cl (chloroacetic acid chloride). Run in C(Cl)Cl (methylene chloride). Run at time 30 minute. The product is ClCC(=O)N(C1=C(C=CC=C1C)C)CC(=O)O (N-Chloroacetyl-2,6-dimethylanilinoacetic acid). Reaction SMILES: [CH3:1][C:2]1[CH:12]=[CH:11][CH:10]=[C:9]([CH3:13])[C:3]=1[NH:4][CH2:5][C:6]([OH:8])=[O:7].[OH-].[Na+].[Cl:16][CH2:17][C:18](Cl)=[O:19]>C(Cl)Cl>[Cl:16][CH2:17][C:18]([N:4]([CH2:5][C:6]([OH:8])=[O:7])[C:3]1[C:9]([CH3:13])=[CH:10][CH:11]=[CH:12][C:2]=1[CH3:1])=[O:19] |f:1.2|. Procedure: 36 g (0.2 mole) of 2,6-dimethylanilinoacetic acid, 400 ml of methylene chloride and 200 ml of 1N NaOH (0.2 mole) are placed into a flask with stirrer, and 17.5 ml (0.22 mole) of chloroacetic acid chloride is slowly added dropwise with stirring, the temperature being maintained at 20°-25° by cooling with ice-water. During the dropwise addition, there is formed a white precipitate. Stirring is continued for 30 minutes and the precipitate is then filtered off with suction; the precipitate is washed...